From a dataset of the Open Reaction Database (ORD), a public repository of structured organic reaction records. describe an organic reaction: reactants, conditions, products, and yield The reactants are CC1=NN(C(=C1)C)[C@@H]1[C@@H](OCC2=CC=CC=C2)[C@H](OCC2=CC=CC=C2)[C@H](O1)COCC1=CC=CC=C1 (3,5-dimethyl-1-(2,3,5-tri-O-benzyl-α-D-arabinofuranosyl)pyrazole). Reagents/catalysts: [Pd] (Pd). Run in CO (methanol), Cl (hydrochloric acid), CO (methanol). Run at time 20 hour. Yields the product CC1=NN(C(=C1)C)[C@@H]1[C@@H](O)[C@H](O)[C@H](O1)CO (3,5-dimethyl-1-(α-D-arabinofuranosyl)pyrazole). As a reaction SMILES: [CH3:1][C:2]1[CH:6]=[C:5]([CH3:7])[N:4]([C@H:8]2[O:28][C@H:27]([CH2:29][O:30]CC3C=CC=CC=3)[C@@H:18]([O:19]CC3C=CC=CC=3)[C@@H:9]2[O:10]CC2C=CC=CC=2)[N:3]=1>CO.Cl.[Pd]>[CH3:1][C:2]1[CH:6]=[C:5]([CH3:7])[N:4]([C@H:8]2[O:28][C@H:27]([CH2:29][OH:30])[C@@H:18]([OH:19])[C@@H:9]2[OH:10])[N:3]=1. Procedure details: 1 g of Pd-black is pre-hydrogenated for 2 hours in 25 ml of absolute methanol. Then 3 g (6.0 mmoles) of 3,5-dimethyl-1-(2,3,5-tri-O-benzyl-α-D-arabinofuranosyl)pyrazole are added in 25 ml of absolute methanol and 0.8 ml of concentrated hydrochloric acid. Hydrogenation is carried out for 20 hours at room temperature. Then the catalyst is filtered off and the reaction mixture is fed onto a column with 20 g of amberlite IRA-402 in the OH⃝ -form for neutralisation and is eluated with methanol. After... Starting materials: O=C(C=Cc1ccc(CC2c3ccc(OCc4ccccc4)cc3CCN2c2ccc(F)cc2)cc1)NCCO, CCOC(=O)N=NC(=O)OCC, C1CCOC1, c1ccc(P(c2ccccc2)c2ccccc2)cc1. Product: Fc1ccc(N2CCc3cc(OCc4ccccc4)ccc3C2Cc2ccc(C=CC3=NCCO3)cc2)cc1. As a reaction SMILES: [F:1][c:2]1[cH:3][cH:4][c:5]([N:8]2[CH:9]([CH2:26][c:27]3[cH:28][cH:29][c:30]([CH:33]=[CH:34][C:35](=[O:36])[NH:37][CH2:38][CH2:39][OH:40])[cH:31][cH:32]3)[c:10]3[cH:11][cH:12][c:13]([O:18][CH2:19][c:20]4[cH:21][cH:22][cH:23][cH:24][cH:25]4)[cH:14][c:15]3[CH2:16][CH2:17]2)[cH:6][cH:7]1.[O:41]=[C:42]([O:43][CH2:44][CH3:45])[N:46]=[N:47][C:48]([O:49][CH2:50][CH3:51])=[O:52].[O:72]1[CH2:73][CH2:74][CH2:75][CH2:76]1.[c:53]1([P:54]([c:55]2[cH:56][cH:57][cH:58][cH:59][cH:60]2)[c:61]2[cH:62][cH:63][cH:64][cH:65][cH:66]2)[cH:67][cH:68][cH:69][cH:70][cH:71]1>>[F:1][c:2]1[cH:3][cH:4][c:5]([N:8]2[CH:9]([CH2:26][c:27]3[cH:28][cH:29][c:30]([CH:33]=[CH:34][C:35]4=[N:37][CH2:38][CH2:39][O:40]4)[cH:31][cH:32]3)[c:10]3[cH:11][cH:12][c:13]([O:18][CH2:19][c:20]4[cH:21][cH:22][cH:23][cH:24][cH:25]4)[cH:14][c:15]3[CH2:16][CH2:17]2)[cH:6][cH:7]1. Starting materials: C(C=C)(=O)OCC (ethyl acrylate), COC(C=O)OC (dimethoxyethanal). Run in CO (methanol). Product: COC(C(C(=C)C(=O)OCC)O)OC (4,4-dimethoxy-2-ethoxycarbonyl-3-hydroxy-1-butene). Reaction SMILES: [C:1]([O:5][CH2:6][CH3:7])(=[O:4])[CH:2]=[CH2:3].[CH3:8][O:9][CH:10]([O:13][CH3:14])[CH:11]=[O:12]>CO>[CH3:8][O:9][CH:10]([O:13][CH3:14])[CH:11]([OH:12])[C:2]([C:1]([O:5][CH2:6][CH3:7])=[O:4])=[CH2:3]. Reported procedure: 118 mmoles ethyl acrylate and 10 g (86.5 mmoles) of 90% by weight dimethoxyethanal in methanol were reacted using the method of example 1 to form 4,4-dimethoxy-2-ethoxycarbonyl-3-hydroxy-1-butene as a liquid which distilled at 108° C. under 0.3 mbar.